From a dataset of the Open Reaction Database (ORD), a public repository of structured organic reaction records. describe an organic reaction: reactants, conditions, products, and yield Starting materials: OCCCNC(CCCCCCCCCCCCCCC)=O (N-(3-Hydroxypropyl)hexadecanamide), CC1(OCC(C(O1)C(=O)NCCC(=O)O)(C)C)C (3-[N-(2,2,5,5-tetramethyl-1,3-dioxane-4-carbonyl)amino]propionic acid). The product is CC1(OCC(C(O1)C(=O)NCCC(=O)OCCCNC(CCCCCCCCCCCCCCC)=O)(C)C)C (3-(N-Hexadecanoylamino)propyl 3-[N-(2,2,5,5-tetramethyl-1,3-dioxane-4-carbonyl)amino]propionate). The yield is 98.9%. RXN SMILES: [OH:1][CH2:2][CH2:3][CH2:4][NH:5][C:6](=[O:22])[CH2:7][CH2:8][CH2:9][CH2:10][CH2:11][CH2:12][CH2:13][CH2:14][CH2:15][CH2:16][CH2:17][CH2:18][CH2:19][CH2:20][CH3:21].[CH3:23][C:24]1([CH3:40])[O:29][CH:28]([C:30]([NH:32][CH2:33][CH2:34][C:35](O)=[O:36])=[O:31])[C:27]([CH3:39])([CH3:38])[CH2:26][O:25]1>>[CH3:23][C:24]1([CH3:40])[O:29][CH:28]([C:30]([NH:32][CH2:33][CH2:34][C:35]([O:1][CH2:2][CH2:3][CH2:4][NH:5][C:6](=[O:22])[CH2:7][CH2:8][CH2:9][CH2:10][CH2:11][CH2:12][CH2:13][CH2:14][CH2:15][CH2:16][CH2:17][CH2:18][CH2:19][CH2:20][CH3:21])=[O:36])=[O:31])[C:27]([CH3:39])([CH3:38])[CH2:26][O:25]1. Procedure: N-(3-Hydroxypropyl)hexadecanamide (3.13 g) and 2.59 g of 3-[N-(2,2,5,5-tetramethyl-1,3-dioxane-4-carbonyl)amino]propionic acid were reacted in the same manner as in Example 15 to obtain 5.48 g of the title compound (yield: 99%) Reactants: CC[N+](CC)(CC)Cc1ccccc1, ClC(Cl)Cl, [Cl-], [Na+], [OH-], O, CC=C(C#N)c1ccccc1. Product: CC1C(Cl)(Cl)C1(C#N)c1ccccc1. RXN SMILES: [CH2:19]([N+:20]([CH2:21][CH3:22])([CH2:23][CH3:24])[CH2:25][c:26]1[cH:27][cH:28][cH:29][cH:30][cH:31]1)[CH3:32].[CH:12]([Cl:13])([Cl:14])[Cl:15].[Cl-:18].[Na+:17].[OH-:16].[OH2:33].[c:1]1([C:7]([C:8]#[N:9])=[CH:10][CH3:11])[cH:2][cH:3][cH:4][cH:5][cH:6]1>>[c:1]1([C:7]2([C:8]#[N:9])[CH:10]([CH3:11])[C:12]2([Cl:13])[Cl:15])[cH:2][cH:3][cH:4][cH:5][cH:6]1. Reactants: C=1C=CC2=C(C1)N=NN2O (HOBT), CCN=C=NCCCN(C)C.Cl (EDAC.HCl), C(#N)C=1C=C2C(=NN(C2=CC1)C1OCCCC1)C=1C=C(C(=O)O)C=CC1 (3-(5-cyano-1-perhydro-2H-pyran-2-yl-1H-indazol-3-yl)benzoic acid), FC1=CC=C(N)C=C1 (4-fluoroaniline). Run in C1CCOC1 (THF). Product: CN(C)CC1=NNC(=N1)C=1C=C2C(=NNC2=CC1)C=1C=C(C=CC1)C(=O)NC1=CC=C(C=C1)F ([3-(5-(3-[(DIMETHYLAMINO)METHYL](1H-1,2,4-TRIAZOL-5-YL))(1H-INDAZOL-3-YL))PHENYL]-N-(4-FLUOROPHENYL)CARBOXAMIDE), CN(C)C=O (DMF). Isolated yield 1072.3%. As a reaction SMILES: [C:1]([C:3]1[CH:4]=[C:5]2[C:9](=[CH:10][CH:11]=1)[N:8]([CH:12]1CCCC[O:13]1)[N:7]=[C:6]2[C:18]1[CH:19]=[C:20]([CH:24]=[CH:25][CH:26]=1)[C:21](O)=[O:22])#[N:2].[F:27][C:28]1[CH:34]=[CH:33][C:31]([NH2:32])=[CH:30][CH:29]=1.[CH:35]1C=CC2N(O)[N:42]=[N:41]C=2C=1.CCN=C=NC[CH2:51][CH2:52][N:53]([CH3:55])[CH3:54].Cl>C1COCC1>[CH3:55][N:53]([CH2:52][C:51]1[N:2]=[C:1]([C:3]2[CH:4]=[C:5]3[C:9](=[CH:10][CH:11]=2)[NH:8][N:7]=[C:6]3[C:18]2[CH:19]=[C:20]([C:21]([NH:32][C:31]3[CH:33]=[CH:34][C:28]([F:27])=[CH:29][CH:30]=3)=[O:22])[CH:24]=[CH:25][CH:26]=2)[NH:42][N:41]=1)[CH3:54].[CH3:9][N:8]([CH:12]=[O:13])[CH3:35] |f:3.4|. Reported procedure: The title compound was prepared according to the procedure of Example 367 A using the following amounts of reagents: 3-(5-cyano-1-perhydro-2H-pyran-2-yl-1H-indazol-3-yl)benzoic acid (2.65 g, 7.63 mmol), 4-fluoroaniline (2.20 mL, 23.22 mmol), HOBT (3.1 g, 22.95 mmol), EDAC.HCl (4.4 g, 22.95 mmol), anhydrous THF (50.0 mL) and anhydrous DMF (15.0 mL) (2.99 g, 89% yield) as a yellow solid. ES-MS (m/z) 441 [M+H]+. Reported procedure: The title compound was prepared following the method described for Intermediate 17 and in a subsequent step the method described for Intermediate 18, starting from 6-(3-fluoropropoxy)-2,3-dihydro-1H-inden-1-one (Intermediate 20, 3.16 g, 15.2 mmol) and methyl acrylate (3.01 mL, 33.4 mmol). The product was purified by flash chromatography (0-100% EtOAc in heptane) to afford the title compound as a 2:1 mixture of diastereomers (0.910 g, 32% yield). 1H NMR (500 MHz, CDCl3) δ ppm 1.43-1.52 (m, 3 H) 1... Reactants: FC(CCOC1=CC=C2CC3(C(C2=C1)=O)CCC(CC3)=O)(F)F (6′-(3,3,3-trifluoropropoxy)spiro[cyclohexane-1,2′-indene]-1′,4(3′H)-dione), FCCCOC1=CC=C2CCC(C2=C1)=O (6-(3-fluoropropoxy)-2,3-dihydro-1H-inden-1-one), C(C=C)(=O)OC (methyl acrylate), Intermediate 18, FCCCOC1=CC=C2CCC(C2=C1)=O (6-(3-fluoropropoxy)-2,3-dihydro-1H-inden-1-one). Product: FCCCOC1=CC=C2CC3(C(C2=C1)=O)CCC(CC3)O (6′-(3-Fluoropropoxy)-4-hydroxyspiro[cyclohexane-1,2′-inden]-1′(3′H)-one). RXN SMILES: [F:1][C:2](F)(F)[CH2:3][CH2:4][O:5][C:6]1[CH:14]=[C:13]2[C:9]([CH2:10][C:11]3([CH2:20][CH2:19][C:18](=[O:21])[CH2:17][CH2:16]3)[C:12]2=[O:15])=[CH:8][CH:7]=1.FCCCOC1C=C2C(CCC2=O)=CC=1.C(OC)(=O)C=C>>[F:1][CH2:2][CH2:3][CH2:4][O:5][C:6]1[CH:14]=[C:13]2[C:9]([CH2:10][C:11]3([CH2:16][CH2:17][CH:18]([OH:21])[CH2:19][CH2:20]3)[C:12]2=[O:15])=[CH:8][CH:7]=1. RXN SMILES: [CH3:44][CH2:45][OH:46].[O:29]1[CH:30]([CH2:32][O:33][c:34]2[cH:35][c:36]3[cH:37][cH:38][cH:39][n:40][c:41]3[cH:42][cH:43]2)[CH2:31]1.[c:1]1([CH2:7][CH2:8][CH2:9][CH:10]([CH2:11][CH2:12][CH2:13][c:14]2[cH:15][cH:16][cH:17][cH:18][cH:19]2)[NH:20][C:21](=[O:22])[CH:23]2[CH2:24][CH2:25][NH:26][CH2:27][CH2:28]2)[cH:2][cH:3][cH:4][cH:5][cH:6]1>>[c:1]1([CH2:7][CH2:8][CH2:9][CH:10]([CH2:11][CH2:12][CH2:13][c:14]2[cH:15][cH:16][cH:17][cH:18][cH:19]2)[NH:20][C:21](=[O:22])[CH:23]2[CH2:24][CH2:25][N:26]([CH2:31][CH:30]([OH:29])[CH2:32][O:33][c:34]3[cH:35][c:36]4[cH:37][cH:38][cH:39][n:40][c:41]4[cH:42][cH:43]3)[CH2:27][CH2:28]2)[cH:2][cH:3][cH:4][cH:5][cH:6]1. Starting materials: CCO, c1cnc2ccc(OCC3CO3)cc2c1, O=C(NC(CCCc1ccccc1)CCCc1ccccc1)C1CCNCC1. The product is O=C(NC(CCCc1ccccc1)CCCc1ccccc1)C1CCN(CC(O)COc2ccc3ncccc3c2)CC1.